From a dataset of the Open Reaction Database (ORD), a public repository of structured organic reaction records. describe an organic reaction: reactants, conditions, products, and yield Reactants: BrC=1C=C(C(=NC1)C(C)=O)C(F)(F)F (1-(5-bromo-3-trifluoromethyl-pyridin-2-yl)-ethanone), CN(C)C=O (DMF), [Cl-].[NH4+] (ammonium chloride), [OH-].[NH4+] (ammonium hydroxide). Reagents/catalysts: [C-]#N.[Zn+2].[C-]#N (zinc cyanide), C1=CC=C(C=C1)/C=C/C(=O)/C=C/C2=CC=CC=C2.C1=CC=C(C=C1)/C=C/C(=O)/C=C/C2=CC=CC=C2.C1=CC=C(C=C1)/C=C/C(=O)/C=C/C2=CC=CC=C2.[Pd].[Pd] (pd2(dba)3), C1=CC=C(C=C1)P([C-]2C=CC=C2)C3=CC=CC=C3.C1=CC=C(C=C1)P([C-]2C=CC=C2)C3=CC=CC=C3.[Fe+2] (DPPF). The solvent is O (water), O (water). Conditions: time 1 hour. Yields the product C(C)(=O)C1=NC=C(C#N)C=C1C(F)(F)F (6-Acetyl-5-trifluoromethyl-nicotinonitrile). Reaction SMILES: Br[C:2]1[CH:3]=[C:4]([C:11]([F:14])([F:13])[F:12])[C:5]([C:8](=[O:10])[CH3:9])=[N:6][CH:7]=1.[Cl-].[NH4+].[OH-].[NH4+].[CH3:19][N:20](C=O)C>O.[C-]#N.[Zn+2].[C-]#N.C1C=CC(/C=C/C(/C=C/C2C=CC=CC=2)=O)=CC=1.C1C=CC(/C=C/C(/C=C/C2C=CC=CC=2)=O)=CC=1.C1C=CC(/C=C/C(/C=C/C2C=CC=CC=2)=O)=CC=1.[Pd].[Pd].C1C=CC(P(C2C=CC=CC=2)[C-]2C=CC=C2)=CC=1.C1C=CC(P(C2C=CC=CC=2)[C-]2C=CC=C2)=CC=1.[Fe+2]>[C:8]([C:5]1[C:4]([C:11]([F:14])([F:13])[F:12])=[CH:3][C:2]([C:19]#[N:20])=[CH:7][N:6]=1)(=[O:10])[CH3:9] |f:1.2,3.4,7.8.9,10.11.12.13.14,15.16.17|. Procedure details: Heat a solution of 1-(5-bromo-3-trifluoromethyl-pyridin-2-yl)-ethanone (268 mg, 1.0 mmol), zinc cyanide (75 mg, 0.63 mmol), pd2(dba)3 (30 mg), and DPPF (35 mg) in DMF (3 mL) and water (0.03 mL), under a nitrogen atmosphere, at 120° C. for 1 hour. Cool the reaction to 0° C. and add a solution of saturated ammonium chloride solution (2 mL), water (2 mL) and concentrated ammonium hydroxide (0.5 mL) and stir for 1 hour. Extract the mixture with ethyl acetate (3×20 mL) and wash the combined organics ... Reactants: O=C([O-])[O-], CCNCC, [I-], [K+], [K+], [Na+], CN(C)C=O, ClCCCCOc1cccc2c1c1cccc3c1n2C(c1ccccc1)CO3. Product: CCN(CC)CCCCOc1cccc2c1c1cccc3c1n2C(c1ccccc1)CO3. As a reaction SMILES: [C:29](=[O:30])([O-:31])[O-:32].[CH2:35]([CH3:36])[NH:37][CH2:38][CH3:39].[I-:41].[K+:33].[K+:34].[Na+:40].[O:42]=[CH:43][N:44]([CH3:45])[CH3:46].[c:1]1([CH:7]2[CH2:8][O:9][c:10]3[cH:11][cH:12][cH:13][c:14]4[c:15]5[c:16]([O:23][CH2:24][CH2:25][CH2:26][CH2:27][Cl:28])[cH:17][cH:18][cH:19][c:20]5[n:21]2[c:22]34)[cH:2][cH:3][cH:4][cH:5][cH:6]1>>[c:1]1([CH:7]2[CH2:8][O:9][c:10]3[cH:11][cH:12][cH:13][c:14]4[c:15]5[c:16]([O:23][CH2:24][CH2:25][CH2:26][CH2:27][N:37]([CH2:35][CH3:36])[CH2:38][CH3:39])[cH:17][cH:18][cH:19][c:20]5[n:21]2[c:22]34)[cH:2][cH:3][cH:4][cH:5][cH:6]1. The reactants are E9, FC1=C(C=CC=C1F)CCO (2-(2,3-difluorophenyl)ethanol), ClC=1C=C2N(C(N1)=O)CC(N2C)(C)C (7-chloro-1,2,2-trimethyl-2,3-dihydroimidazo[1,2-c]pyrimidin-5(1H)-one). The product is FC1=C(CCOC=2C=C3N(C(N2)=O)CC(N3C)(C)C)C=CC=C1F (7-(2,3-difluorophenethoxy)-1,2,2-trimethyl-2,3-dihydroimidazo[1,2-c]pyrimidin-5(1H)-one). Reaction SMILES: [F:1][C:2]1[C:7]([F:8])=[CH:6][CH:5]=[CH:4][C:3]=1[CH2:9][CH2:10][OH:11].Cl[C:13]1[CH:14]=[C:15]2[N:22]([CH3:23])[C:21]([CH3:25])([CH3:24])[CH2:20][N:16]2[C:17](=[O:19])[N:18]=1>>[F:1][C:2]1[C:7]([F:8])=[CH:6][CH:5]=[CH:4][C:3]=1[CH2:9][CH2:10][O:11][C:13]1[CH:14]=[C:15]2[N:22]([CH3:23])[C:21]([CH3:25])([CH3:24])[CH2:20][N:16]2[C:17](=[O:19])[N:18]=1. Procedure: The title compound was prepared by a procedure similar to that described for E9 starting from 2-(2,3-difluorophenyl)ethanol and 7-chloro-1,2,2-trimethyl-2,3-dihydroimidazo[1,2-c]pyrimidin-5(1H)-one. Reactants: ClC1=NC=C(C(=N1)N)C (2-chloro-5-methylpyrimidin-4-amine), BrC1=CC(=CC=C1)OC (1-bromo-3-methoxybenzene), C(=O)([O-])[O-].[Cs+].[Cs+] (Cs2CO3), C1(=CC=CC=C1)P(C1=CC=CC=2C(C3=CC=CC(=C3OC12)P(C1=CC=CC=C1)C1=CC=CC=C1)(C)C)C1=CC=CC=C1 (4,5-bis(diphenylphosphino)-9,9-dimethyxanthene). The reagents and catalysts are C=1C=CC(=CC1)/C=C/C(=O)/C=C/C2=CC=CC=C2.C=1C=CC(=CC1)/C=C/C(=O)/C=C/C2=CC=CC=C2.C=1C=CC(=CC1)/C=C/C(=O)/C=C/C2=CC=CC=C2.[Pd].[Pd] (Pd2(dba)3). Run in O1CCOCC1 (1,4-dioxane). The product is ClC1=NC=C(C(=N1)NC1=CC(=CC=C1)OC)C (2-Chloro-N-(3-methoxyphenyl)-5-methylpyrimidin-4-amine). As a reaction SMILES: [Cl:1][C:2]1[N:7]=[C:6]([NH2:8])[C:5]([CH3:9])=[CH:4][N:3]=1.Br[C:11]1[CH:16]=[CH:15][CH:14]=[C:13]([O:17][CH3:18])[CH:12]=1.C([O-])([O-])=O.[Cs+].[Cs+].C1(P(C2C=CC=CC=2)C2C3OC4C(=CC=CC=4P(C4C=CC=CC=4)C4C=CC=CC=4)C(C)(C)C=3C=CC=2)C=CC=CC=1>O1CCOCC1.C1C=CC(/C=C/C(/C=C/C2C=CC=CC=2)=O)=CC=1.C1C=CC(/C=C/C(/C=C/C2C=CC=CC=2)=O)=CC=1.C1C=CC(/C=C/C(/C=C/C2C=CC=CC=2)=O)=CC=1.[Pd].[Pd]>[Cl:1][C:2]1[N:7]=[C:6]([NH:8][C:11]2[CH:16]=[CH:15][CH:14]=[C:13]([O:17][CH3:18])[CH:12]=2)[C:5]([CH3:9])=[CH:4][N:3]=1 |f:2.3.4,7.8.9.10.11|. Procedure details: To a solution of 2-chloro-5-methylpyrimidin-4-amine (320 mg, 2.23 mmol) in 1,4-dioxane (40 mL) was added 1-bromo-3-methoxybenzene (458.5 mg, 2.45 mmol), Cs2CO3 (2.9 g, 8.9 mmol), Pd2(dba)3 (201 mg, 0.22 mmol), and 4,5-bis(diphenylphosphino)-9,9-dimethyxanthene (Xant Phos, 382 mg, 0.66 mmol). The mixture was heated under reflux for 4 h under Ar. The solid was filtered off and the filtrate washed with brine (1×100 mL). The organic solution was separated and dried (Na2SO4). The solvent was removed ... Starting materials: CC(C)(C)OC(=O)N1CCC(c2nnn(Cc3ccccc3)n2)CC1, ClCCl, O=C(O)C(F)(F)F. Yields the product c1ccc(Cn2nnc(C3CCNCC3)n2)cc1. As a reaction SMILES: [C:1]([O:2][C:3](=[O:4])[N:8]1[CH2:9][CH2:10][CH:11]([c:14]2[n:15][n:16][n:17]([CH2:19][c:20]3[cH:21][cH:22][cH:23][cH:24][cH:25]3)[n:18]2)[CH2:12][CH2:13]1)([CH3:5])([CH3:6])[CH3:7].[CH2:26]([Cl:27])[Cl:28].[F:29][C:30]([F:31])([F:32])[C:33]([OH:34])=[O:35]>>[NH:8]1[CH2:9][CH2:10][CH:11]([c:14]2[n:15][n:16][n:17]([CH2:19][c:20]3[cH:21][cH:22][cH:23][cH:24][cH:25]3)[n:18]2)[CH2:12][CH2:13]1. The reactants are [Br-], O=Cc1ccc(F)cc1Br, C1CCOC1, [Mg+]CCC1OCCCO1. The product is OC(CCC1OCCCO1)c1ccc(F)cc1Br. Reaction SMILES: [Br-:1].[Br:11][c:12]1[c:13]([CH:14]=[O:15])[cH:16][cH:17][c:18]([F:20])[cH:19]1.[CH2:21]1[O:22][CH2:23][CH2:24][CH2:25]1.[O:2]1[CH:3]([CH2:8][CH2:9][Mg+:10])[O:4][CH2:5][CH2:6][CH2:7]1>>[O:2]1[CH:3]([CH2:8][CH2:9][CH:14]([c:13]2[c:12]([Br:11])[cH:19][c:18]([F:20])[cH:17][cH:16]2)[OH:15])[O:4][CH2:5][CH2:6][CH2:7]1. Reactants: CC1=C(NC(=C1)C)\C=C\1/C(NC2=CC=CC=C12)=O (3-[1-(3,5-dimethyl-1H-pyrrol-2-yl)-meth-(Z)-ylidene]-2-oxo-2,3-dihydro-indole), C1=CN(C=N1)C(=O)N2C=CN=C2 (CDI). Run in CN(C)C=O (DMF). Run at time 2 hour. Product: CC1=C(NC(=C1)C)\C=C\1/C(N(C2=CC=CC=C12)C(=O)N1C=NC=C1)=O (3-[1-(3,5-dimethyl-1H-pyrrol-2-yl)-meth-(Z)-ylidene]-1-(imidazol-1-ylcarbonyl)-1,3-dihydro-indol-2-one). Isolated yield 89.5%. RXN SMILES: [CH3:1][C:2]1[CH:6]=[C:5]([CH3:7])[NH:4][C:3]=1/[CH:8]=[C:9]1\[C:10](=[O:18])[NH:11][C:12]2[C:17]\1=[CH:16][CH:15]=[CH:14][CH:13]=2.[CH:19]1[N:23]=[CH:22][N:21]([C:24](N2C=NC=C2)=[O:25])[CH:20]=1>CN(C=O)C>[CH3:1][C:2]1[CH:6]=[C:5]([CH3:7])[NH:4][C:3]=1/[CH:8]=[C:9]1\[C:10](=[O:18])[N:11]([C:24]([N:21]2[CH:20]=[CH:19][N:23]=[CH:22]2)=[O:25])[C:12]2[C:17]\1=[CH:16][CH:15]=[CH:14][CH:13]=2. Procedure details: A reaction mixture of 3-[1-(3,5-dimethyl-1H-pyrrol-2-yl)-meth-(Z)-ylidene]-2-oxo-2,3-dihydro-indole (1.0 gram, 4.2 mmol) and CDI (1.36 gram 8.4 mmol) in DMF was stirred at room temperature for 2 h and filtered. The precipitate was washed with DMF and dried in a high vacuum oven to give 1.25 gram (89%) of 3-[1-(3,5-dimethyl-1H-pyrrol-2-yl)-meth-(Z)-ylidene]-1-(imidazol-1-ylcarbonyl)-1,3-dihydro-indol-2-one as an orange solid. 1HNMR (400 MHz, DMSO-d6) δ 12.23 (s, 1H, NH-1′), 8.45 (s, 1H), 7.94 (m,...